Dataset: the Open Reaction Database (ORD), a public repository of structured organic reaction records. Task: describe an organic reaction: reactants, conditions, products, and yield The reactants are CC=1C=C(N)C=CC1[N+](=O)[O-] (3-Methyl-4-nitroaniline), II (iodine). Reagents/catalysts: S(=O)(=O)([O-])[O-].[Ag+2] (silver sulfate). Yields the product IC1=C(N)C=C(C(=C1)[N+](=O)[O-])C (2-iodo-5-methyl-4-nitroaniline). Reaction SMILES: [CH3:1][C:2]1[CH:3]=[C:4]([CH:6]=[CH:7][C:8]=1[N+:9]([O-:11])=[O:10])[NH2:5].[I:12]I>S([O-])([O-])(=O)=O.[Ag+2]>[I:12][C:6]1[CH:7]=[C:8]([N+:9]([O-:11])=[O:10])[C:2]([CH3:1])=[CH:3][C:4]=1[NH2:5] |f:2.3|. Procedure: 3-Methyl-4-nitroaniline was treated with iodine and silver sulfate to give 2-iodo-5-methyl-4-nitroaniline. Treatment of the nitroaniline with 2-(trimethylsilyl)acetylene under the typical Sonogashira conditions gave 5-methyl-4-nitro-2-[(trimethylsilyl)ethynyl]aniline, which was treated with a base in an aqueous methanolic solution to give 2-ethynyl-5-methyl-4-nitroaniline. A subsequent base-induced cyclization at an elevated temperature gave 5-nitro-6-methylindole, which was treated under a high... The reactants are COC(C1=CC(=CC(=C1)Cl)OCCN(C1=CC=NC=C1)C(=O)OC(C)(C)C)=O (3-[2-(tert-butoxycarbonyl-pyridin-4-yl-amino)-ethoxy]-5-chloro-benzoic acid methyl ester). The solvent is ClCCl (dichloromethane), FC(C(=O)O)(F)F (trifluoroacetic acid). Run at time 20 hour. Product: COC(C1=CC(=CC(=C1)Cl)OCCN(C1=CC=NC=C1)C(=O)OCC1=CC=CC=C1)=O (3-[2-(Benzyloxycarbonyl-pyridin-4-yl-amino)-ethoxy]-5-chloro-benzoic acid methyl ester). Isolated yield 62.2%. As a reaction SMILES: [CH3:1][O:2][C:3](=[O:28])[C:4]1[CH:9]=[C:8]([Cl:10])[CH:7]=[C:6]([O:11][CH2:12][CH2:13][N:14]([C:21]([O:23]C(C)(C)C)=[O:22])[C:15]2[CH:20]=[CH:19][N:18]=[CH:17][CH:16]=2)[CH:5]=1>ClCCl.FC(F)(F)C(O)=O>[CH3:1][O:2][C:3](=[O:28])[C:4]1[CH:9]=[C:8]([Cl:10])[CH:7]=[C:6]([O:11][CH2:12][CH2:13][N:14]([C:21]([O:23][CH2:3][C:4]2[CH:9]=[CH:8][CH:7]=[CH:6][CH:5]=2)=[O:22])[C:15]2[CH:16]=[CH:17][N:18]=[CH:19][CH:20]=2)[CH:5]=1. Procedure details: A solution of 3-[2-(tert-butoxycarbonyl-pyridin-4-yl-amino)-ethoxy]-5-chloro-benzoic acid methyl ester (0.950 g) in dichloromethane (16 ml) and trifluoroacetic acid (4 ml) was stored at room temperature for 1 h. The solution was concentrated in vacuo and residual trifluoroacetic acid removed by co-evaporation with further dichloromethane. The residue was dissolved in dichloromethane (20 ml) and the solution stirred with saturated aqueous sodium bicarbonate (25 ml). Benzyl chloroformate (0.394 ml... Reactants: CN(C)c1ccc(CC(=O)O)cc1, CN1CCOCC1, CNOC, COc1nc(Cl)nc(OC)n1, Cl, C1CCOC1. Product: CON(C)C(=O)Cc1ccc(N(C)C)cc1. Reaction SMILES: [CH3:1][N:2]([c:3]1[cH:4][cH:5][c:6]([CH2:9][C:10](=[O:11])[OH:12])[cH:7][cH:8]1)[CH3:13].[CH3:25][N:26]1[CH2:27][CH2:28][O:29][CH2:30][CH2:31]1.[CH3:33][NH:34][O:35][CH3:36].[Cl:14][c:15]1[n:16][c:17]([O:18][CH3:19])[n:20][c:21]([O:22][CH3:23])[n:24]1.[ClH:32].[O:37]1[CH2:38][CH2:39][CH2:40][CH2:41]1>>[CH3:1][N:2]([c:3]1[cH:4][cH:5][c:6]([CH2:9][C:10](=[O:11])[N:34]([CH3:33])[O:35][CH3:36])[cH:7][cH:8]1)[CH3:13]. Starting materials: C([O-])([O-])=O.[K+].[K+] (potassium carbonate), BrC1=C(C=CC=C1)B(O)O (2-bromophenylboronic acid), BrC1=CC=C(C=C1)C(C)(C)C (1-bromo-4-tert-butylbenzene), N#N (N2), C1(=CC=CC=C1)P(C1=CC=CC=C1)C1=CC=CC=C1 (triphenylphosphine). Reagents/catalysts: C(C)(=O)[O-].[Pd+2].C(C)(=O)[O-] (palladium(II) acetate). The solvent is COCCOC (1,2-dimethoxyethane), O (water). Conditions: temperature 85 celsius. The product is BrC1=C(C=CC=C1)C1=CC=C(C=C1)C(C)(C)C (2-Bromo-4′-tert-butylbiphenyl). Yield: 55.1%. As a reaction SMILES: C(=O)([O-])[O-].[K+].[K+].[Br:7][C:8]1[CH:13]=[CH:12][CH:11]=[CH:10][C:9]=1B(O)O.Br[C:18]1[CH:23]=[CH:22][C:21]([C:24]([CH3:27])([CH3:26])[CH3:25])=[CH:20][CH:19]=1.N#N.C1(P(C2C=CC=CC=2)C2C=CC=CC=2)C=CC=CC=1>C([O-])(=O)C.[Pd+2].C([O-])(=O)C.COCCOC.O>[Br:7][C:8]1[CH:13]=[CH:12][CH:11]=[CH:10][C:9]=1[C:18]1[CH:23]=[CH:22][C:21]([C:24]([CH3:27])([CH3:26])[CH3:25])=[CH:20][CH:19]=1 |f:0.1.2,7.8.9|. Reported procedure: To a 250-mL round bottom flask equipped with a magnetic stir bar was added water (41 mL) and 1,2-dimethoxyethane (41 mL). The solution was sparged with nitrogen for 20 minutes, then potassium carbonate (6.49 g, 46.9 mmol, 3 equiv), 2-bromophenylboronic acid (3.69 g, 18.4 mmol, 0.98 equiv) and 1-bromo-4-tert-butylbenzene (4.00 g, 18.8 mmol, 1 equiv) were added. The flask was then purged with N2 for 10 minutes before finally adding palladium(II) acetate (84 mg, 0.375 mmol, 0.02 equiv) and tripheny... The reactants are BrCC(=O)OC (Methyl bromoacetate), C([O-])([O-])=O.[K+].[K+] (potassium carbonate), CN(C=O)C (N,N-dimethylformamide), ClC1=C(C=CC(=C1)OC)C1=NN2C(C(N1)=O)=C(C=C2C)C(CC)CC (2-(2-chloro-4-methoxyphenyl)-5-(1-ethylpropyl)-7-methylpyrrolo[2,1-f][1,2,4]triazin-4(3H)-one). Reagents/catalysts: [I-].C(CCC)[N+](CCCC)(CCCC)CCCC (tetrabutylammonium iodide). Solvent: O (Water). Run at time 8 hour. The product is ClC1=C(C=CC(=C1)OC)C1=NN2C(C(N1CC(=O)OC)=O)=C(C=C2C)C(CC)CC (Methyl [2-(2-chloro-4-methoxyphenyl)-5-(1-ethylpropyl)-7-methyl-4-oxopyrrolo[2,1-f][1,2,4]triazin-3(4H)-yl]acetate). RXN SMILES: Br[CH2:2][C:3]([O:5][CH3:6])=[O:4].C(=O)([O-])[O-].[K+].[K+].CN(C)C=O.[Cl:18][C:19]1[CH:24]=[C:23]([O:25][CH3:26])[CH:22]=[CH:21][C:20]=1[C:27]1[NH:32][C:31](=[O:33])[C:30]2=[C:34]([CH:38]([CH2:41][CH3:42])[CH2:39][CH3:40])[CH:35]=[C:36]([CH3:37])[N:29]2[N:28]=1>[I-].C([N+](CCCC)(CCCC)CCCC)CCC.O>[Cl:18][C:19]1[CH:24]=[C:23]([O:25][CH3:26])[CH:22]=[CH:21][C:20]=1[C:27]1[N:32]([CH2:2][C:3]([O:5][CH3:6])=[O:4])[C:31](=[O:33])[C:30]2=[C:34]([CH:38]([CH2:41][CH3:42])[CH2:39][CH3:40])[CH:35]=[C:36]([CH3:37])[N:29]2[N:28]=1 |f:1.2.3,6.7|. Reported procedure: Methyl bromoacetate (0.14 mL), potassium carbonate (66 mg) and tetrabutylammonium iodide (12 mg) were added to the N,N-dimethylformamide solution (3 mL) of the compound prepared in Example 36 (109 mg), and the reaction mixture was stirred at room temperature overnight. Water was added to the reaction mixture, and the reaction mixture was extracted with ethyl acetate. The organic layer was washed by a saturated aqueous solution of sodium chloride, and dried with anhydrous sodium sulfate. The orga...